From a dataset of the Open Reaction Database (ORD), a public repository of structured organic reaction records. describe an organic reaction: reactants, conditions, products, and yield The reactants are CC(=O)[O-], CC(C)(C)c1ccc([I+]c2ccc(C(C)(C)C)cc2)cc1, COC(C)(C)C, COS(=O)(=O)C(F)(F)F. The product is CC(C)(C)c1ccc([I+]c2ccc(C(C)(C)C)cc2)cc1, O=S(=O)([O-])C(F)(F)F. RXN SMILES: [C:1]([O-:2])(=[O:3])[CH3:4].[C:5]([CH3:6])([CH3:7])([CH3:8])[c:9]1[cH:10][cH:11][c:12]([I+:15][c:16]2[cH:17][cH:18][c:19]([C:22]([CH3:23])([CH3:24])[CH3:25])[cH:20][cH:21]2)[cH:13][cH:14]1.[CH3:35][O:36][C:37]([CH3:38])([CH3:39])[CH3:40].[F:26][C:27]([S:28](=[O:29])(=[O:30])[O:31][CH3:32])([F:33])[F:34]>>[C:5]([CH3:6])([CH3:7])([CH3:8])[c:9]1[cH:10][cH:11][c:12]([I+:15][c:16]2[cH:17][cH:18][c:19]([C:22]([CH3:23])([CH3:24])[CH3:25])[cH:20][cH:21]2)[cH:13][cH:14]1.[F:26][C:27]([S:28](=[O:29])(=[O:30])[O-:31])([F:33])[F:34]. The reactants are C(C)OC1=C(C=CC=C1)C(CCC=1N=C(OC1)C1=CC(=C(C=C1)OC)O)=O (1-(2-ethoxyphenyl)-3-[2-(3-hydroxy-4-methoxyphenyl)oxazol-4-yl]propan-1-one), ClC(F)F (chlorodifluoromethane). Product: FC(OC=1C=C(C=CC1OC)C=1OC=C(N1)CCC(=O)C1=C(C=CC=C1)OCC)F (3-[2-(3-difluoromethoxy-4-methoxyphenyl)oxazol-4-yl]-1-(2-ethoxyphenyl)propan-1-one). As a reaction SMILES: [CH2:1]([O:3][C:4]1[CH:9]=[CH:8][CH:7]=[CH:6][C:5]=1[C:10](=[O:27])[CH2:11][CH2:12][C:13]1[N:14]=[C:15]([C:18]2[CH:23]=[CH:22][C:21]([O:24][CH3:25])=[C:20]([OH:26])[CH:19]=2)[O:16][CH:17]=1)[CH3:2].Cl[CH:29]([F:31])[F:30]>>[F:30][CH:29]([F:31])[O:26][C:20]1[CH:19]=[C:18]([C:15]2[O:16][CH:17]=[C:13]([CH2:12][CH2:11][C:10]([C:5]3[CH:6]=[CH:7][CH:8]=[CH:9][C:4]=3[O:3][CH2:1][CH3:2])=[O:27])[N:14]=2)[CH:23]=[CH:22][C:21]=1[O:24][CH3:25]. Procedure: Using the compound obtained in Example 101 and chlorodifluoromethane, white powdery 3-[2-(3-difluoromethoxy-4-methoxyphenyl)oxazol-4-yl]-1-(2-ethoxyphenyl)propan-1-one was obtained following the procedure of Example 4. Reactants: ClC=1C=2N(C(=C(C1)C(C)NC1=C3N=CNC3=NC=N1)N1CCN(CC1)C(=O)OC(C)(C)C)C=NC2 (tert-butyl 4-{8-chloro-6-[1-(9H-purin-6-ylamino)ethyl]imidazo[1,5-a]pyridin-5-yl}piperazine-1-carboxylate), C(Cl)Cl (methylene chloride), O1CCOCC1 (1,4-dioxane). The solvent is Cl (hydrogen chloride). Conditions: time 15 minute. Product: Cl.Cl.ClC=1C=2N(C(=C(C1)C(C)NC1=C3N=CNC3=NC=N1)N1CCNCC1)C=NC2 (N-[1-(8-Chloro-5-piperazin-1-ylimidazo[1,5-a]pyridin-6-yl)ethyl]-9H-purin-6-amine dihydrochloride). Isolated yield 199.1%. Reaction SMILES: [Cl:1][C:2]1[C:3]2[N:4]([CH:33]=[N:34][CH:35]=2)[C:5]([N:20]2[CH2:25][CH2:24][N:23](C(OC(C)(C)C)=O)[CH2:22][CH2:21]2)=[C:6]([CH:8]([NH:10][C:11]2[N:19]=[CH:18][N:17]=[C:16]3[C:12]=2[N:13]=[CH:14][NH:15]3)[CH3:9])[CH:7]=1.C(Cl)[Cl:37].O1CCOCC1>Cl>[ClH:1].[ClH:37].[Cl:1][C:2]1[C:3]2[N:4]([CH:33]=[N:34][CH:35]=2)[C:5]([N:20]2[CH2:25][CH2:24][NH:23][CH2:22][CH2:21]2)=[C:6]([CH:8]([NH:10][C:11]2[N:19]=[CH:18][N:17]=[C:16]3[C:12]=2[N:13]=[CH:14][NH:15]3)[CH3:9])[CH:7]=1 |f:4.5.6|. Procedure details: To tert-butyl 4-{8-chloro-6-[1-(9H-purin-6-ylamino)ethyl]imidazo[1,5-a]pyridin-5-yl}piperazine-1-carboxylate (8.0 mg, 0.016 mmol) in methylene chloride (0.5 mL, 8 mmol), 4.0 M hydrogen chloride in 1,4-dioxane (1.0 mL, 4.0 mmol) was added. The mixture was stirred for 15 minutes. Evaporation gave the desired compound (7.5 mg, 99%). LCMS calculated for C18H21ClN9 (M+H)+: m/z=398.2. found: 397.9. The reactants are [OH-].[Li+] (lithium hydroxide), C(C)OC(C1=CC=C(C=C1)N1CCC(CCC1)OCC=1C(=NOC1C1CC1)C1=C(C=CC=C1Cl)Cl)=O (4-{4-[5-cyclopropyl-3-(2,6-dichloro-phenyl)-isoxazol-4-ylmethoxy]-azepan-1-yl}-benzoic acid ethyl ester). Solvent: O1CCOCC1 (1,4-dioxane). Run at temperature 90 celsius, time 8 hour. Yields the product C1(CC1)C1=C(C(=NO1)C1=C(C=CC=C1Cl)Cl)COC1CCN(CCC1)C1=CC=C(C(=O)O)C=C1 (4-{4-[5-Cyclopropyl-3-(2,6-dichloro-phenyl)-isoxazol-4-ylmethoxy]-azepan-1-yl}-benzoic acid). Isolated yield 88.0%. As a reaction SMILES: [OH-].[Li+].C([O:5][C:6](=[O:38])[C:7]1[CH:12]=[CH:11][C:10]([N:13]2[CH2:19][CH2:18][CH2:17][CH:16]([O:20][CH2:21][C:22]3[C:23]([C:30]4[C:35]([Cl:36])=[CH:34][CH:33]=[CH:32][C:31]=4[Cl:37])=[N:24][O:25][C:26]=3[CH:27]3[CH2:29][CH2:28]3)[CH2:15][CH2:14]2)=[CH:9][CH:8]=1)C>O1CCOCC1>[CH:27]1([C:26]2[O:25][N:24]=[C:23]([C:30]3[C:31]([Cl:37])=[CH:32][CH:33]=[CH:34][C:35]=3[Cl:36])[C:22]=2[CH2:21][O:20][CH:16]2[CH2:17][CH2:18][CH2:19][N:13]([C:10]3[CH:9]=[CH:8][C:7]([C:6]([OH:38])=[O:5])=[CH:12][CH:11]=3)[CH2:14][CH2:15]2)[CH2:29][CH2:28]1 |f:0.1|. Procedure: A solution 2M of lithium hydroxide (283 μL, 566 μmoles) is added to a solution of 4-{4-[5-cyclopropyl-3-(2,6-dichloro-phenyl)-isoxazol-4-ylmethoxy]-azepan-1-yl}-benzoic acid ethyl ester (isomer A, 60 mg, 113 μmoles) in 1,4-dioxane (2 mL) and the mixture is stirred at 90° C. overnight. The organic solvent is removed and HCl (1M) is added until the solution reaches pH 3-4. The solid is filtered and purified via flash chromatography (12 g silica) eluting with a gradient of dichloromethane:ethyl ace...